This data is from the Open Reaction Database (ORD), a public repository of structured organic reaction records. The task is: describe an organic reaction: reactants, conditions, products, and yield The reactants are C(C)C1=CC=C(C(C=O)=C1)O (5-ethyl-salicylaldehyde), [I-].[Na+] (sodium iodide), ClN (Chloroamine). Solvent: CN(C)C=O (DMF). Run at time 1 hour. Yields the product C(C)C=1C=C(C(=C(C=O)C1)O)I (5-ethyl-2-hydroxy-3-iodo-benzaldehyde). The yield is 83.0%. RXN SMILES: [CH2:1]([C:3]1[CH:10]=[C:7]([CH:8]=[O:9])[C:6]([OH:11])=[CH:5][CH:4]=1)[CH3:2].[I-:12].[Na+].ClN>CN(C=O)C>[CH2:1]([C:3]1[CH:4]=[C:5]([I:12])[C:6]([OH:11])=[C:7]([CH:10]=1)[CH:8]=[O:9])[CH3:2] |f:1.2|. Procedure: A solution of 30.0 g of 5-ethyl-salicylaldehyde (Reg.No. 52411-35-5) in 500 ml of DMF was treated with 36.0 g of sodium iodide and 67.6 g of Chloroamine T and stirred for one hour at room temperature. The reaction mixture was concentrated in a high vacuum, poured into ice-water, made acid with 2N hydrochloric acid and extracted with ethyl acetate. The organic phases were washed with aqueous sodium thiosulphate solution, saturated sodium chloride solution and ice-water, dried over sodium sulphate... Conditions: temperature 110 celsius, time 2 hour. The reactants are C1(=CC=CC=C1)O (Phenol), C=CCCCCCCCCCCCCCC (hexadecene). RXN SMILES: [C:1]1([OH:7])[CH:6]=[CH:5][CH:4]=[CH:3][CH:2]=1.[CH2:8]=[CH:9][CH2:10][CH2:11][CH2:12][CH2:13][CH2:14][CH2:15][CH2:16][CH2:17][CH2:18][CH2:19][CH2:20][CH2:21][CH2:22][CH3:23]>>[CH2:23]([C:4]1[CH:5]=[CH:6][C:1]([OH:7])=[CH:2][CH:3]=1)[CH2:22][CH2:21][CH2:20][CH2:19][CH2:18][CH2:17][CH2:16][CH2:15][CH2:14][CH2:13][CH2:12][CH2:11][CH2:10][CH2:9][CH3:8]. Product: C(CCCCCCCCCCCCCCC)C1=CC=C(C=C1)O (mono-hexadecylphenol). Procedure details: Phenol (376 g, 4 mol), hexadecene (α-olefin) (449 g, 2 mol) and ion exchange resin (trade-mark: Dia-ion RCP-145HD) (34 g) were charged in a reactor and stirred at 110° C. for 2 hours. The ion exchange resin was filtered off and the excessive phenol and hexadecene were distilled off under reduced pressure. After distillation under reduced pressure, mono-hexadecylphenol was obtained. The yield was 510 g. Reactants: Oc1ccccc1Br, CC(C)=O, CC(C)CI, [K+], [K+], O=C([O-])[O-]. The product is CC(C)COc1ccccc1Br. RXN SMILES: [Br:1][c:2]1[c:3]([OH:8])[cH:4][cH:5][cH:6][cH:7]1.[CH3:20][C:21](=[O:22])[CH3:23].[I:15][CH2:16][CH:17]([CH3:18])[CH3:19].[K+:10].[K+:9].[O-:11][C:12]([O-:13])=[O:14]>>[Br:1][c:2]1[c:3]([O:8][CH2:16][CH:17]([CH3:18])[CH3:19])[cH:4][cH:5][cH:6][cH:7]1. The reactants are O=C([O-])[O-], N#Cc1cc(Cl)nc(OCc2ccccc2)c1, CN1CCCC1=O, Oc1cccc(C(F)(F)F)c1, [K+], [K+]. The product is N#Cc1cc(OCc2ccccc2)nc(Oc2cccc(C(F)(F)F)c2)c1. Reaction SMILES: [C:29](=[O:30])([O-:31])[O-:32].[CH2:1]([c:2]1[cH:3][cH:4][cH:5][cH:6][cH:7]1)[O:8][c:9]1[n:10][c:11]([Cl:17])[cH:12][c:13]([C:15]#[N:16])[cH:14]1.[CH3:35][N:36]1[CH2:37][CH2:38][CH2:39][C:40]1=[O:41].[F:18][C:19]([c:20]1[cH:21][c:22]([OH:26])[cH:23][cH:24][cH:25]1)([F:27])[F:28].[K+:33].[K+:34]>>[CH2:1]([c:2]1[cH:3][cH:4][cH:5][cH:6][cH:7]1)[O:8][c:9]1[n:10][c:11]([O:26][c:22]2[cH:21][c:20]([C:19]([F:18])([F:27])[F:28])[cH:25][cH:24][cH:23]2)[cH:12][c:13]([C:15]#[N:16])[cH:14]1. Reactants: oxyaziridine, O (water), enolate, CC1C(C2=CC=C(C=C2CC1)Cl)=O (2-methyl-6-chlorotetralone), C(C)(C)[N-]C(C)C.[Li+] (lithium diisopropylamide). Solvent: C1CCOC1 (THF), THF hexanes. Conditions: temperature -50 celsius, time 1 hour. Yields the product Cl.NC1(C(C2=CC=C(C=C2CC1)Cl)=O)C (2-amino-6-chloro-3,4-dihydro-2-methyl-1(2H) -napthalenone hydrochloride). Yield: 167.8%. RXN SMILES: [CH3:1][CH:2]1[CH2:11][CH2:10][C:9]2[C:4](=[CH:5][CH:6]=[C:7]([Cl:12])[CH:8]=2)[C:3]1=[O:13].C([N-:17]C(C)C)(C)C.[Li+].O>C1COCC1>[ClH:12].[NH2:17][C:2]1([CH3:1])[CH2:11][CH2:10][C:9]2[C:4](=[CH:5][CH:6]=[C:7]([Cl:12])[CH:8]=2)[C:3]1=[O:13] |f:1.2,5.6|. Reported procedure: Ice cold sodium hydroxide solution (75 mL, 2N) was added to hydroxylamine-O-sulfonic acid (17.1 g, 0.15 mol) in water (150 mL) at 0° C. When the solution had cooled to about 5° C. it was added in one portion to a mixture of sodium hydroxide solution (75 mL, 2N), cyclohexanone (15 g, 0.15 mol) and toluene (270 mL) at 0° C. The mixture was stirred for 10 min. The organic layer was separated, dried and decanted from the drying agent. This afforded a solution of the cyclohexane-spiro-3'-oxaziridine ... Reactants: Cl.Cl.Cl.ClC1=C2C=C(N=CC2=C(C=C1)Cl)C=1C(=NC=C(C1)C=1C=NN(C1)C1CCNCC1)N (3-(5,8-dichloroisoquinolin-3-yl)-5-(1-piperidin-4-yl-1H-pyrazol-4-yl)-pyridin-2-ylamine trihydrochloride), COC1=CC=C2C=C(N=CC2=C1)OS(=O)(=O)C(F)(F)F (trifluoromethanesulfonic acid 7-methoxyisoquinolin-3-yl ester). Yields the product Cl.Cl.Cl.COC1=CC=C2C=C(N=CC2=C1)C=1C(=NC=C(C1)C=1C=NN(C1)C1CCNCC1)N (3-(7-Methoxyisoquinolin-3-yl)-5-(1-piperidin-4-yl-1H-pyrazol-4-yl)-pyridin-2-ylamine trihydrochloride). As a reaction SMILES: [ClH:1].Cl.Cl.[Cl:4][C:5]1[CH:14]=[CH:13][C:12](Cl)=[C:11]2[C:6]=1[CH:7]=[C:8]([C:16]1[C:17]([NH2:33])=[N:18][CH:19]=[C:20]([C:22]3[CH:23]=[N:24][N:25]([CH:27]4[CH2:32][CH2:31][NH:30][CH2:29][CH2:28]4)[CH:26]=3)[CH:21]=1)[N:9]=[CH:10]2.[CH3:34][O:35]C1C=C2C(C=C(OS(C(F)(F)F)(=O)=O)N=C2)=CC=1>>[ClH:4].[ClH:1].[ClH:4].[CH3:34][O:35][C:13]1[CH:12]=[C:11]2[C:6]([CH:7]=[C:8]([C:16]3[C:17]([NH2:33])=[N:18][CH:19]=[C:20]([C:22]4[CH:23]=[N:24][N:25]([CH:27]5[CH2:32][CH2:31][NH:30][CH2:29][CH2:28]5)[CH:26]=4)[CH:21]=3)[N:9]=[CH:10]2)=[CH:5][CH:14]=1 |f:0.1.2.3,5.6.7.8|. Reported procedure: The procedure for the preparation of 3-(5,8-dichloroisoquinolin-3-yl)-5-(1-piperidin-4-yl-1H-pyrazol-4-yl)-pyridin-2-ylamine trihydrochloride was followed, except using trifluoromethanesulfonic acid 7-methoxyisoquinolin-3-yl ester in place of trifluoromethanesulfonic acid 5,8-dichloroisoquinolin-3-yl ester. This afforded the title compound as a yellow solid. 1H NMR (400 MHz, CD3OD): δ=2.32-2.44 (m, 4H), 3.23-3.31 (m, 2H), 3.58-3.67 (m, 2H), 4.08 (s, 3H), 4.61-4.72 (m, 1H), 7.67-7.74 (m, 2H), 8.0... Reactants: CN(Cc1cc(C(F)(F)F)cc(C(F)(F)F)c1)C1CC(C(=O)O)N(Cc2ccc(Cl)cc2)C1, FC(F)(F)c1cccc(N2CCNCC2)c1. Yields the product CN(Cc1cc(C(F)(F)F)cc(C(F)(F)F)c1)C1CC(C(=O)N2CCN(c3cccc(C(F)(F)F)c3)CC2)N(Cc2ccc(Cl)cc2)C1. RXN SMILES: [F:1][C:2]([c:3]1[cH:4][c:5]([CH2:6][N:7]([CH:8]2[CH2:9][CH:10]([C:21](=[O:22])[OH:23])[N:11]([CH2:13][c:14]3[cH:15][cH:16][c:17]([Cl:20])[cH:18][cH:19]3)[CH2:12]2)[CH3:24])[cH:25][c:26]([C:28]([F:29])([F:30])[F:31])[cH:27]1)([F:32])[F:33].[F:34][C:35]([c:36]1[cH:37][c:38]([N:42]2[CH2:43][CH2:44][NH:45][CH2:46][CH2:47]2)[cH:39][cH:40][cH:41]1)([F:48])[F:49]>>[F:1][C:2]([c:3]1[cH:4][c:5]([CH2:6][N:7]([CH:8]2[CH2:9][CH:10]([C:21](=[O:22])[N:45]3[CH2:44][CH2:43][N:42]([c:38]4[cH:37][c:36]([C:35]([F:34])([F:48])[F:49])[cH:41][cH:40][cH:39]4)[CH2:47][CH2:46]3)[N:11]([CH2:13][c:14]3[cH:15][cH:16][c:17]([Cl:20])[cH:18][cH:19]3)[CH2:12]2)[CH3:24])[cH:25][c:26]([C:28]([F:29])([F:30])[F:31])[cH:27]1)([F:32])[F:33]. Starting materials: NC1C2SCC(=C(N2C1=O)C(=O)O)C (7-amino-3-methyl-8-oxo-5-thia-1-azabicyclo[4.2.0]oct-2-ene-2-carboxylic acid), CC1=C(N2C(C(C2SC1)NC(C(N)C1=CC=C(C=C1)CCl)=O)=O)C(=O)O (3-methyl-7-[[2-[4-(chloromethyl)phenyl]-2-aminoacetyl]amino]-8-oxo-5-thia-1-azabicyclo[4.2.0]oct-2-ene-2-carboxylic acid), C(C(C)(C)C)(=O)OCOC(=O)C=1N2C(C(C2SCC1C)NC(C(N)C1=CC=C(C=C1)CCl)=O)=O (3-methyl-7-[[2-[4-(chloromethyl)phenyl]-2-aminoacetyl]amino]-8-oxo-5-thia-1-azabicyclo[4.2.0]oct-2-ene-2-carboxylic acid pivalyloxymethyl ester), pivalyloxymethyl ester, C(C)(=O)OCC1=C(N2C(C(C2SC1)N)=O)C(=O)O (3-[(acetyloxy)methyl]-7-amino-8-oxo-5-thia-1-azabicyclo[4.2.0]oct-2-ene-2-carboxylic acid). Yields the product C(CCC)(=O)OCOC(=O)C=1N2C(C(C2SCC1C)N)=O (7-amino-3-methyl-8-oxo-5-thia-1-azabicyclo[4.2.0]oct-2-ene-2-carboxylic acid butyryloxymethyl ester). Reaction SMILES: [NH2:1][CH:2]1[C:9](=[O:10])[N:8]2[CH:3]1[S:4][CH2:5][C:6]([CH3:14])=[C:7]2[C:11]([OH:13])=[O:12].C(OCC1CSC2N(C(=O)C2N)C=1C(O)=O)(=O)C.CC1CSC2N(C(=O)C2NC(=O)C(C2C=CC(CCl)=CC=2)N)C=1C(O)=O.C(O[CH2:66][O:67][C:68]([C:70]1N2C(S[CH2:76][C:77]=1C)C(NC(=O)C(C1C=CC(CCl)=CC=1)N)C2=O)=[O:69])(=O)C(C)(C)C>>[C:68]([O:67][CH2:66][O:12][C:11]([C:7]1[N:8]2[CH:3]([S:4][CH2:5][C:6]=1[CH3:14])[CH:2]([NH2:1])[C:9]2=[O:10])=[O:13])(=[O:69])[CH2:70][CH2:77][CH3:76]. Procedure details: When in the procedure of Example 16 an appropriate amount of 7-amino-3-methyl-8-oxo-5-thia-1-azabicyclo[4.2.0]oct-2-ene-2-carboxylic acid or the corresponding pivalyloxymethyl ester is substituted for 3-[(acetyloxy)methyl]-7-amino-8-oxo-5-thia-1-azabicyclo[4.2.0]oct-2-ene-2-carboxylic acid, 3-methyl-7-[[2-[4-(chloromethyl)phenyl]-2-aminoacetyl]amino]-8-oxo-5-thia-1-azabicyclo[4.2.0]oct-2-ene-2-carboxylic acid and 3-methyl-7-[[2-[4-(chloromethyl)phenyl]-2-aminoacetyl]amino]-8-oxo-5-thia-1-azabicy...